This data is from the Open Reaction Database (ORD), a public repository of structured organic reaction records. The task is: describe an organic reaction: reactants, conditions, products, and yield Isolated yield 47.0%. The reactants are OC1=C(C=C(C=C1C)CCC(=O)C=1SC(=C(C1)C1=CC=CC=C1)CC)C (3-(4-hydroxy-3,5-dimethyl-phenyl)-1-(5-ethyl-4-phenyl-thiophen-2-yl)-propan-1-one), C(Cl)C1CO1 (epichlorohydrine). Procedure details: A solution of 3-(4-hydroxy-3,5-dimethyl-phenyl)-1-(5-ethyl-4-phenyl-thiophen-2-yl)-propan-1-one (296 mg, 0.81 mmol) in 2-propanol (2.5 mL) and 3 N aq. NaOH (1 mL) is treated with epichlorohydrine (150 mg, 1.63 mmol) and the mixture is stirred at it for 24 h, then diluted with water and extracted with EA. The solvent of the organic extract is evaporated and the residue is purified by CC on silica gel eluting with hepaten:EA 4:1 to give 3-(3,5-dimethyl-4-oxiranylmethoxy-phenyl)-1-(5-ethyl-4-phenyl... Reaction conditions: time 24 hour. The solvent is CC(C)O (2-propanol), [OH-].[Na+] (NaOH), O (water). The product is CC=1C=C(C=C(C1OCC1OC1)C)CCC(=O)C=1SC(=C(C1)C1=CC=CC=C1)CC (3-(3,5-dimethyl-4-oxiranylmethoxy-phenyl)-1-(5-ethyl-4-phenyl-thiophen-2-yl)-propan-1-one). RXN SMILES: [OH:1][C:2]1[C:7]([CH3:8])=[CH:6][C:5]([CH2:9][CH2:10][C:11]([C:13]2[S:14][C:15]([CH2:24][CH3:25])=[C:16]([C:18]3[CH:23]=[CH:22][CH:21]=[CH:20][CH:19]=3)[CH:17]=2)=[O:12])=[CH:4][C:3]=1[CH3:26].[CH2:27]([CH:29]1[O:31][CH2:30]1)Cl>CC(O)C.[OH-].[Na+].O>[CH3:26][C:3]1[CH:4]=[C:5]([CH2:9][CH2:10][C:11]([C:13]2[S:14][C:15]([CH2:24][CH3:25])=[C:16]([C:18]3[CH:23]=[CH:22][CH:21]=[CH:20][CH:19]=3)[CH:17]=2)=[O:12])[CH:6]=[C:7]([CH3:8])[C:2]=1[O:1][CH2:27][CH:29]1[CH2:30][O:31]1 |f:3.4|. The reactants are FC1=CC=C(CP(OC)(OC)=O)C=C1 (4-Fluorobenzylphosphonic acid, dimethyl ester), CC=1C=C(CBr)C=CC1 (3-methylbenzyl bromide), COP(OC)OC (trimethylphosphite). Product: CC=1C=C(CP(OC)(OC)=O)C=CC1 (3-Methylbenzylphosphonic acid, dimethyl ester). RXN SMILES: F[C:2]1[CH:14]=[CH:13][C:5]([CH2:6][P:7](=[O:12])([O:10][CH3:11])[O:8][CH3:9])=[CH:4][CH:3]=1.[CH3:15]C1C=C(C=CC=1)CBr.COP(OC)OC>>[CH3:15][C:3]1[CH:4]=[C:5]([CH:13]=[CH:14][CH:2]=1)[CH2:6][P:7](=[O:12])([O:10][CH3:11])[O:8][CH3:9]. Reported procedure: Following the procedure of Compound 11, 3-methylbenzyl bromide is reacted with trimethylphosphite. Isolated yield 88.1%. Reaction SMILES: F[C:2]1[CH:7]=[CH:6][C:5]([C:8]([F:11])([F:10])[F:9])=[CH:4][C:3]=1[N+:12]([O-:14])=[O:13].CN1CCCC1=O.[CH:22]([NH2:26])([CH2:24][CH3:25])[CH3:23]>O>[CH:22]([NH:26][C:2]1[CH:7]=[CH:6][C:5]([C:8]([F:11])([F:10])[F:9])=[CH:4][C:3]=1[N+:12]([O-:14])=[O:13])([CH2:24][CH3:25])[CH3:23]. Solvent: O (water). Reactants: FC1=C(C=C(C=C1)C(F)(F)F)[N+](=O)[O-] (4-fluoro-3-nitro-benzo trifluoride), CN1C(CCC1)=O (N-methylpyrrolidone), C(C)(CC)N (sec-butylamine). Reaction conditions: time 1.5 hour. Procedure details: To a mixture of 1.05 g of 4-fluoro-3-nitro-benzo trifluoride and 10 ml of N-methylpyrrolidone was added 1.10 g of sec-butylamine under ice cool, and the mixture was heated up to room temperature and stirred for 1.5 hours. Into the reaction mixture was poured water, and the deposited solid was collected by filtration. This solid was washed with water, then, dried under reduced pressure to obtain 1.16 g of N-sec-butyl-2-nitro-4-trifluoromethylaniline. Yields the product C(C)(CC)NC1=C(C=C(C=C1)C(F)(F)F)[N+](=O)[O-] (N-sec-butyl-2-nitro-4-trifluoromethylaniline). Starting materials: COC(=O)C(=CN(c1ccccc1)c1ccccc1)NC(=O)c1ccccc1, O. Yields the product COC(=O)C(CN(c1ccccc1)c1ccccc1)NC(=O)c1ccccc1. As a reaction SMILES: [C:2]([c:3]1[cH:4][cH:5][cH:6][cH:7][cH:8]1)(=[O:9])[NH:10][C:11]([C:12](=[O:13])[O:14][CH3:15])=[CH:16][N:17]([c:18]1[cH:19][cH:20][cH:21][cH:22][cH:23]1)[c:24]1[cH:25][cH:26][cH:27][cH:28][cH:29]1.[O:1]>>[C:2]([c:3]1[cH:4][cH:5][cH:6][cH:7][cH:8]1)(=[O:9])[NH:10][CH:11]([C:12](=[O:13])[O:14][CH3:15])[CH2:16][N:17]([c:18]1[cH:19][cH:20][cH:21][cH:22][cH:23]1)[c:24]1[cH:25][cH:26][cH:27][cH:28][cH:29]1. The reactants are ( 8 ), CC1=CC=C(C=C1)S(=O)(=O)OC[C@H]1COC2=C(O1)C=C(C=C2Cl)S(=O)(=O)C ([(2R)-5-chloro-7-(methylsulfonyl)-2,3-dihydro-1,4-benzodioxin-2-yl]methyl 4-methylbenzenesulfonate), ( 5 ), C(C)NCCC (N-ethylpropan-1-amine), ( 7 ), ( 9 ). Solvent: C(C)#N (ACN). Yields the product C(C)N(CCC)C[C@H]1COC2=C(O1)C=C(C=C2Cl)S(=O)(=O)C (N-ETHYL-N-{[(2S)-5-CHLORO-7-(METHYLSULFONYL)-2,3-DIHYDRO-1,4-BENZODIOXIN-2-YL]METHYL}PROPAN-1-AMINE). As a reaction SMILES: CC1C=CC(S(O[CH2:12][C@@H:13]2[O:18][C:17]3[CH:19]=[C:20]([S:24]([CH3:27])(=[O:26])=[O:25])[CH:21]=[C:22]([Cl:23])[C:16]=3[O:15][CH2:14]2)(=O)=O)=CC=1.[CH2:28]([NH:30][CH2:31][CH2:32][CH3:33])[CH3:29]>C(#N)C>[CH2:28]([N:30]([CH2:12][C@@H:13]1[O:18][C:17]2[CH:19]=[C:20]([S:24]([CH3:27])(=[O:25])=[O:26])[CH:21]=[C:22]([Cl:23])[C:16]=2[O:15][CH2:14]1)[CH2:31][CH2:32][CH3:33])[CH3:29]. Procedure details: Preparation according to Example 57 using [(2R)-5-chloro-7-(methylsulfonyl)-2,3-dihydro-1,4-benzodioxin-2-yl]methyl 4-methylbenzenesulfonate (0.027 g, 0.062 mmol), N-ethylpropan-1-amine (0.5 ml), ACN (3 ml). MS m/z (rel. intensity, 70 eV) 347 (M+, 0.2), 101 (7), 100 (bp), 98 (5), 72 (8), 58 (9). The reactants are CCN(C(C)C)C(C)C, CNCCc1ccc(OC)c(OC)c1, CN(C)C=O, COc1ccc(C2(CCCCl)S(=O)(=O)CCCS2(=O)=O)cc1OC. The product is COc1ccc(CCN(C)CCCC2(c3ccc(OC)c(OC)c3)S(=O)(=O)CCCS2(=O)=O)cc1OC, Cl. RXN SMILES: [CH2:39]([N:40]([CH:41]([CH3:42])[CH3:43])[CH:44]([CH3:45])[CH3:46])[CH3:47].[CH3:25][NH:26][CH2:27][CH2:28][c:29]1[cH:30][c:31]([O:32][CH3:33])[c:34]([O:35][CH3:36])[cH:37][cH:38]1.[CH3:48][N:49]([CH3:50])[CH:51]=[O:52].[Cl:1][CH2:2][CH2:3][CH2:4][C:5]1([c:15]2[cH:16][c:17]([O:23][CH3:24])[c:18]([O:21][CH3:22])[cH:19][cH:20]2)[S:6](=[O:13])(=[O:14])[CH2:7][CH2:8][CH2:9][S:10]1(=[O:11])=[O:12]>>[CH2:2]([CH2:3][CH2:4][C:5]1([c:15]2[cH:16][c:17]([O:23][CH3:24])[c:18]([O:21][CH3:22])[cH:19][cH:20]2)[S:6](=[O:13])(=[O:14])[CH2:7][CH2:8][CH2:9][S:10]1(=[O:11])=[O:12])[N:26]([CH3:25])[CH2:27][CH2:28][c:29]1[cH:30][c:31]([O:32][CH3:33])[c:34]([O:35][CH3:36])[cH:37][cH:38]1.[ClH:1]. Starting materials: O=C([O-])O, CCOc1nc2cccc(C(=O)OCOC(=O)C(C)(C)C)c2n1Cc1ccc(-c2ccccc2-c2nnnn2C(c2ccccc2)(c2ccccc2)c2ccccc2)cc1, ClCCl, CO, CCOC(C)=O, Cl, [Na+], O. The product is CCOc1nc2cccc(C(=O)OCOC(=O)C(C)(C)C)c2n1Cc1ccc(-c2ccccc2-c2nnn[nH]2)cc1. Reaction SMILES: [C:62](=[O:63])([O-:64])[OH:65].[CH2:1]([CH3:2])[O:3][c:4]1[n:5][c:6]2[c:7]([n:8]1[CH2:9][c:10]1[cH:11][cH:12][c:13](-[c:16]3[c:17](-[c:22]4[n:23][n:24][n:25][n:26]4[C:27]([c:28]4[cH:29][cH:30][cH:31][cH:32][cH:33]4)([c:34]4[cH:35][cH:36][cH:37][cH:38][cH:39]4)[c:40]4[cH:41][cH:42][cH:43][cH:44][cH:45]4)[cH:18][cH:19][cH:20][cH:21]3)[cH:14][cH:15]1)[c:46]([C:50](=[O:51])[O:52][CH2:53][O:54][C:55]([C:56]([CH3:57])([CH3:58])[CH3:59])=[O:60])[cH:47][cH:48][cH:49]2.[CH2:67]([Cl:68])[Cl:69].[CH3:70][OH:71].[CH3:72][CH2:73][O:74][C:75](=[O:76])[CH3:77].[ClH:61].[Na+:66].[OH2:78]>>[CH2:1]([CH3:2])[O:3][c:4]1[n:5][c:6]2[c:7]([n:8]1[CH2:9][c:10]1[cH:11][cH:12][c:13](-[c:16]3[c:17](-[c:22]4[n:23][n:24][n:25][nH:26]4)[cH:18][cH:19][cH:20][cH:21]3)[cH:14][cH:15]1)[c:46]([C:50](=[O:51])[O:52][CH2:53][O:54][C:55]([C:56]([CH3:57])([CH3:58])[CH3:59])=[O:60])[cH:47][cH:48][cH:49]2. Starting materials: [Br-], COC(=O)c1nc(Br)ccc1OCc1ccccc1, C1COCCO1, CC1(C)OB(c2ccc3c(c2)NCCC3)OC1(C)C, CCCC[N+](CCCC)(CCCC)CCCC, [K+], [K+], O=C([O-])[O-], O, Cl[Pd]Cl, c1ccc(P(c2ccccc2)c2ccccc2)cc1, c1ccc(P(c2ccccc2)c2ccccc2)cc1. The product is COC(=O)c1nc(-c2ccc3c(c2)NCCC3)ccc1OCc1ccccc1. RXN SMILES: [Br-:51].[CH2:20]([c:21]1[cH:22][cH:23][cH:24][cH:25][cH:26]1)[O:27][c:28]1[c:29]([C:35](=[O:36])[O:37][CH3:38])[n:30][c:31]([Br:34])[cH:32][cH:33]1.[CH2:45]1[O:46][CH2:47][CH2:48][O:49][CH2:50]1.[CH3:1][C:2]1([CH3:3])[C:4]([CH3:5])([CH3:6])[O:7][B:8]([c:9]2[cH:10][cH:11][c:12]3[c:17]([cH:18]2)[NH:16][CH2:15][CH2:14][CH2:13]3)[O:19]1.[CH3:52][CH2:53][CH2:54][CH2:55][N+:56]([CH2:57][CH2:58][CH2:59][CH3:60])([CH2:61][CH2:62][CH2:63][CH3:64])[CH2:65][CH2:66][CH2:67][CH3:68].[K+:39].[K+:40].[O-:41][C:42]([O-:43])=[O:44].[OH2:110].[Pd:69]([Cl:70])[Cl:71].[c:72]1([P:73]([c:74]2[cH:75][cH:76][cH:77][cH:78][cH:79]2)[c:80]2[cH:81][cH:82][cH:83][cH:84][cH:85]2)[cH:86][cH:87][cH:88][cH:89][cH:90]1.[c:91]1([P:92]([c:93]2[cH:94][cH:95][cH:96][cH:97][cH:98]2)[c:99]2[cH:100][cH:101][cH:102][cH:103][cH:104]2)[cH:105][cH:106][cH:107][cH:108][cH:109]1>>[c:9]1(-[c:31]2[n:30][c:29]([C:35](=[O:36])[O:37][CH3:38])[c:28]([O:27][CH2:20][c:21]3[cH:22][cH:23][cH:24][cH:25][cH:26]3)[cH:33][cH:32]2)[cH:10][cH:11][c:12]2[c:17]([cH:18]1)[NH:16][CH2:15][CH2:14][CH2:13]2. As a reaction SMILES: [Br:9][c:10]1[s:11][cH:12][cH:13][cH:14]1.[C:15](=[O:16])([O-:17])[O-:18].[Cu:27].[F:1][c:2]1[cH:3][cH:4][c:5]([OH:8])[cH:6][cH:7]1.[K+:19].[K+:20].[cH:21]1[cH:22][cH:23][n:24][cH:25][cH:26]1>>[F:1][c:2]1[cH:3][cH:4][c:5]([O:8][c:10]2[s:11][cH:12][cH:13][cH:14]2)[cH:6][cH:7]1. The reactants are Brc1cccs1, O=C([O-])[O-], [Cu], Oc1ccc(F)cc1, [K+], [K+], c1ccncc1. The product is Fc1ccc(Oc2cccs2)cc1. Starting materials: FC1=C(C=CC(=C1)C1=CC=CN2C1=NS(CC2)(=O)=O)C2=CC=CC=C2 (9-(2-fluorobiphenyl-4-yl)-3,4-dihydropyrido[2,1-c][1,2,4]thiadiazine 2,2-dioxide). Reagents/catalysts: [C].[Rh] (rhodium carbon), [Pt](=O)=O (Platinum (IV) oxide). Solvent: C1CCOC1.CO (THF methanol). Conditions: time 1 day. Yields the product FC1=C(C=CC(=C1)C1CCCN2C1=NS(CC2)(=O)=O)C2=CC=CC=C2 (9-(2-fluorobiphenyl-4-yl)-3,4,6,7,8,9-hexahydropyrido[2,1-c][1,2,4]thiadiazine 2,2-dioxide). Isolated yield 59.9%. RXN SMILES: [F:1][C:2]1[CH:7]=[C:6]([C:8]2[C:13]3=[N:14][S:15](=[O:19])(=[O:18])[CH2:16][CH2:17][N:12]3[CH:11]=[CH:10][CH:9]=2)[CH:5]=[CH:4][C:3]=1[C:20]1[CH:25]=[CH:24][CH:23]=[CH:22][CH:21]=1>C1COCC1.CO.[C].[Rh].[Pt](=O)=O>[F:1][C:2]1[CH:7]=[C:6]([CH:8]2[C:13]3=[N:14][S:15](=[O:18])(=[O:19])[CH2:16][CH2:17][N:12]3[CH2:11][CH2:10][CH2:9]2)[CH:5]=[CH:4][C:3]=1[C:20]1[CH:21]=[CH:22][CH:23]=[CH:24][CH:25]=1 |f:1.2,3.4|. Procedure details: To a solution of 9-(2-fluorobiphenyl-4-yl)-3,4-dihydropyrido[2,1-c][1,2,4]thiadiazine 2,2-dioxide (200 mg) in THF/methanol (30 mL/30 mL) was added 5% rhodium carbon (50 mg). The reaction mixture was stirred under a hydrogen atmosphere at room temperature for 1 day. Platinum (IV) oxide (40 mg) was added, and the mixture was stirred under a hydrogen atmosphere at room temperature for 9 hr, and insoluble material was filtered off through celite. The filtrate was concentrated under reduced pressure,...